Dataset: the Open Reaction Database (ORD), a public repository of structured organic reaction records. Task: describe an organic reaction: reactants, conditions, products, and yield Starting materials: [C-]#N.[K+] (potassium cyanide), C1=CC=CC2=NC3=CC=CC=C3C=C12 (acridine), (1909)]in, C(C)OCC (diethyl ether). The solvent is O (water), O (water). Reaction conditions: time 30 minute. The product is C(#N)C1C2=CC=CC=C2N(C=2C=CC=CC12)C (9-cyano-9,10-dihydro-10-methyl-acridine). Isolated yield 75.0%. As a reaction SMILES: [CH:1]1[C:14]2[C:5](=[N:6][C:7]3[C:12]([CH:13]=2)=[CH:11][CH:10]=[CH:9][CH:8]=3)[CH:4]=[CH:3][CH:2]=1.[CH2:15](OCC)C.[C-:20]#[N:21].[K+]>O>[C:20]([CH:13]1[C:12]2[CH:11]=[CH:10][CH:9]=[CH:8][C:7]=2[N:6]([CH3:15])[C:5]2[C:14]1=[CH:1][CH:2]=[CH:3][CH:4]=2)#[N:21] |f:2.3|. Procedure: A solution of 10.0 g (43.5 mmol) of acridine chloromethylate [A. Kaufmann et al, Ber. Dt. Chem. Ges. 42, 1999 (1909)]in 100 ml of water is covered with a layer of 200 ml of diethyl ether, and a solution of 3.13 g (48.0 mmol) of potassium cyanide in 20 ml of water is added. After about 30 minutes, the ether phase is separated off, the mixture is concentrated to 50 ml on a vacuum rotary evaporator and the product which has precipitated is filtered off. Crystallization of the crude product from eth... The reagents and catalysts are [H+].[H+].Cl[Pt-2](Cl)(Cl)(Cl)(Cl)Cl (chloroplatinic acid). Procedure details: 12.1 g (0.21 mole) of allyl alcohol were added dropwise at room temperature and in a flow of nitrogen to 30.6 g (0.19 mole) of 2-trifluoromethyl acrylic acid chloride, and after addition of the allyl alcohol was completed, the components were stirred for 8 hours at 50° C. Gas chromatography confirmed formation of allyl 1-chloro-2-trifluoromethylpropionate, and a non-reacted substance was removed by distillation under a reduced pressure. The product was combined with 0.04 g of a 10% isopropanol s... Yield: 36.0%. Yields the product FC(C(C(=O)OCCC[Si](OCC)(OCC)OCC)CCl)(F)F (3-(2′-trifluoromethyl-3′-chloropropionoxy)propyltriethoxysilane). As a reaction SMILES: [CH2:1]([OH:4])[CH:2]=[CH2:3].[F:5][C:6]([F:13])([F:12])[C:7](=[CH2:11])[C:8]([Cl:10])=O.[CH2:14]([O:16][SiH:17]([O:21][CH2:22][CH3:23])[O:18][CH2:19][CH3:20])[CH3:15].C([OH:27])(C)C>[H+].[H+].Cl[Pt-2](Cl)(Cl)(Cl)(Cl)Cl>[F:5][C:6]([F:13])([F:12])[CH:7]([CH2:8][Cl:10])[C:11]([O:4][CH2:1][CH2:2][CH2:3][Si:17]([O:21][CH2:22][CH3:23])([O:18][CH2:19][CH3:20])[O:16][CH2:14][CH3:15])=[O:27] |f:4.5.6|. Starting materials: allyl 1-chloro-2-trifluoromethylpropionate, C(C=C)O (allyl alcohol), FC(C(C(=O)Cl)=C)(F)F (2-trifluoromethyl acrylic acid chloride), C(C)O[SiH](OCC)OCC (triethoxysilane), C(C=C)O (allyl alcohol), C(C)(C)O (isopropanol). Conditions: temperature 50 celsius, time 8 hour. Reactants: O=C([O-])[O-], COc1ccc2c(c1)Sc1ccc(SC)cc1C(N1CCNCC1)C2, Cc1ccccc1, O=C1CCCN1CCCl, [I-], [K+], [K+], [Na+]. Yields the product COc1ccc2c(c1)Sc1ccc(SC)cc1C(N1CCN(CCN3CCCC3=O)CC1)C2. RXN SMILES: [C:26](=[O:27])([O-:28])[O-:29].[CH3:1][O:2][c:3]1[cH:4][cH:5][c:6]2[c:7]([cH:25]1)[S:8][c:9]1[c:10]([cH:19][c:20]([S:23][CH3:24])[cH:21][cH:22]1)[CH:11]([N:13]1[CH2:14][CH2:15][NH:16][CH2:17][CH2:18]1)[CH2:12]2.[CH3:43][c:44]1[cH:45][cH:46][cH:47][cH:48][cH:49]1.[Cl:34][CH2:35][CH2:36][N:37]1[C:38](=[O:42])[CH2:39][CH2:40][CH2:41]1.[I-:33].[K+:30].[K+:31].[Na+:32]>>[CH3:1][O:2][c:3]1[cH:4][cH:5][c:6]2[c:7]([cH:25]1)[S:8][c:9]1[c:10]([cH:19][c:20]([S:23][CH3:24])[cH:21][cH:22]1)[CH:11]([N:13]1[CH2:14][CH2:15][N:16]([CH2:35][CH2:36][N:37]3[C:38](=[O:42])[CH2:39][CH2:40][CH2:41]3)[CH2:17][CH2:18]1)[CH2:12]2.